describe an organic reaction: reactants, conditions, products, and yield From a dataset of the Open Reaction Database (ORD), a public repository of structured organic reaction records. The product is C(C1=CC=CC=C1)N(CC1=CC=CC=C1)CC1OCC(NC1)=O (6-((dibenzylamino)methyl)morpholin-3-one). Solvent: CC(C)(C)O (t-BuOH). Procedure details: A solution of 2-chloro-N-(3-(dibenzylamino)-2-hydroxypropyl)acetamide (1.0 g, 2.49 mmol), t-BuOK (0.39 g, 3.57 mmol) in t-BuOH (30 mL) was stirred at reflux overnight. After concentration, the residue was purified by column chromatography to give product as white solid. Reaction SMILES: Cl[CH2:2][C:3]([NH:5][CH2:6][CH:7]([OH:24])[CH2:8][N:9]([CH2:17][C:18]1[CH:23]=[CH:22][CH:21]=[CH:20][CH:19]=1)[CH2:10][C:11]1[CH:16]=[CH:15][CH:14]=[CH:13][CH:12]=1)=[O:4].CC([O-])(C)C.[K+]>CC(O)(C)C>[CH2:10]([N:9]([CH2:8][CH:7]1[CH2:6][NH:5][C:3](=[O:4])[CH2:2][O:24]1)[CH2:17][C:18]1[CH:23]=[CH:22][CH:21]=[CH:20][CH:19]=1)[C:11]1[CH:16]=[CH:15][CH:14]=[CH:13][CH:12]=1 |f:1.2|. Reactants: ClCC(=O)NCC(CN(CC1=CC=CC=C1)CC1=CC=CC=C1)O (2-chloro-N-(3-(dibenzylamino)-2-hydroxypropyl)acetamide), CC(C)(C)[O-].[K+] (t-BuOK). Starting materials: CC1=C(C=CC(=C1)C)O (2,4-dimethylphenol), C(=O)(O)COC1=CC=C(C(C(=O)O)O)C=C1 (4-carboxymethoxymandelic acid), C(CCCCCCCCCCCCCCCCC)O (1-octadecanol). The reagents and catalysts are C1(=CC=C(C=C1)S(=O)(=O)O)C (p-toluenesulfonic acid). Run in C1(=CC=CC=C1)C (toluene). Reaction conditions: temperature 185 celsius, time 3.5 hour. The product is CC=1C=C(C2=C(C(C(O2)=O)C2=CC=C(C=C2)OCC(=O)OCCCCCCCCCCCCCCCCCC)C1)C (5,7-dimethyl-3-(4-n-octadecyloxycarbonylmethoxyphenyl)benzofuran-2-one). The yield is 38.1%. As a reaction SMILES: [CH3:1][C:2]1[CH:7]=[C:6]([CH3:8])[CH:5]=[CH:4][C:3]=1[OH:9].[C:10]([CH2:13][O:14][C:15]1[CH:25]=[CH:24][C:18]([CH:19](O)[C:20]([OH:22])=O)=[CH:17][CH:16]=1)([OH:12])=[O:11].[CH2:26](O)[CH2:27][CH2:28][CH2:29][CH2:30][CH2:31][CH2:32][CH2:33][CH2:34][CH2:35][CH2:36][CH2:37][CH2:38][CH2:39][CH2:40][CH2:41][CH2:42][CH3:43]>C1(C)C=CC=CC=1.C1(C)C=CC(S(O)(=O)=O)=CC=1>[CH3:8][C:6]1[CH:7]=[C:2]([CH3:1])[C:3]2[O:9][C:20](=[O:22])[CH:19]([C:18]3[CH:17]=[CH:16][C:15]([O:14][CH2:13][C:10]([O:12][CH2:43][CH2:42][CH2:41][CH2:40][CH2:39][CH2:38][CH2:37][CH2:36][CH2:35][CH2:34][CH2:33][CH2:32][CH2:31][CH2:30][CH2:29][CH2:28][CH2:27][CH3:26])=[O:11])=[CH:25][CH:24]=3)[C:4]=2[CH:5]=1. Reported procedure: A mixture of 18.3 g (0.15 mol) of 2,4-dimethylphenol and 11.3 g (0.05 mol) of 4-carboxymethoxymandelic acid is stirred at about 185° C. for 3.5 hours. Excess 2,4-dimethylphenol is then distilled off in a high vacuum. 12.5 g (0.046 mol) of 1-octadecanol and 0.3 g (1.58 mmol) of p-toluenesulfonic acid are added to the residue, and the mixture is maintained at about 185° C. under a slight vacuum (50 mbar) for 1.5 hours. The reaction mixture is diluted with 50 ml of toluene and washed with water. Th... Reactants: ClC1=CC(=C(C=C1)OCCC1=CC=CC=C1)CCCCl (4-chloro-2-(3-chloropropyl)-1-(2-phenylethoxy)benzene), C(CC)NCCC (di-n-propylamine). The solvent is C(Cl)Cl (methylene chloride). Reaction conditions: temperature 120 celsius, time 39 hour. Yields the product C(CC)N(CCC)CCCC1=C(C=CC(=C1)Cl)OCCC1=CC=CC=C1 (N,N-di-n-propyl-3-[5-chloro-2-(2-phenylethoxy)phenyl]propylamine). As a reaction SMILES: [Cl:1][C:2]1[CH:7]=[CH:6][C:5]([O:8][CH2:9][CH2:10][C:11]2[CH:16]=[CH:15][CH:14]=[CH:13][CH:12]=2)=[C:4]([CH2:17][CH2:18][CH2:19]Cl)[CH:3]=1.[CH2:21]([NH:24][CH2:25][CH2:26][CH3:27])[CH2:22][CH3:23]>C(Cl)Cl>[CH2:21]([N:24]([CH2:19][CH2:18][CH2:17][C:4]1[CH:3]=[C:2]([Cl:1])[CH:7]=[CH:6][C:5]=1[O:8][CH2:9][CH2:10][C:11]1[CH:16]=[CH:15][CH:14]=[CH:13][CH:12]=1)[CH2:25][CH2:26][CH3:27])[CH2:22][CH3:23]. Procedure: To 604 mg of the crude 4-chloro-2-(3-chloropropyl)-1-(2-phenylethoxy)benzene, was added 5 ml of di-n-propylamine and the resulting mixture was stirred at 120° C. for 39 hours. After diluting with methylene chloride, the mixture was successively washed with a saturated aqueous solution of sodium hydrogencarbonate and a saturated aqueous solution of sodium chloride and dried over anhydrous magnesium sulfate. After evaporation of the solvent under reduced pressure, the obtained residue was subjecte... The reactants are NC[C@@H]1OC(N2C3=C(OC[C@H]21)C=C(C=C3)N3C(COCC3)=O)=O ((3S,3 aS)-3-aminomethyl-7-(3-oxomorpholin-4-yl)-3a,4-dihydrobenzo[b]oxazolo[3,4-d][1,4]oxazin-1(3H)-one), TEA, product, ClC1=CC=C(C=C1)N=C=O (p-chlorophenylisocyanate). Solvent: C(Cl)Cl (DCM). The product is ClC1=CC=C(C=C1)NC(=O)NC[C@@H]1OC(N2C3=C(OC[C@H]21)C=C(C=C3)N3C(COCC3)=O)=O (1-(4-chlorophenyl)-3-(((3S,3aS)-1-oxo-7-(3-oxomorpholin-4-yl)-1,3,3a,4-tetrahydrobenzo[b]oxazolo[3,4-d][1,4]oxazin-3-yl)methyl) urea). Isolated yield 84.4%. As a reaction SMILES: [NH2:1][CH2:2][C@H:3]1[C@H:11]2[N:6]([C:7]3[CH:15]=[CH:14][C:13]([N:16]4[CH2:21][CH2:20][O:19][CH2:18][C:17]4=[O:22])=[CH:12][C:8]=3[O:9][CH2:10]2)[C:5](=[O:23])[O:4]1.[Cl:24][C:25]1[CH:30]=[CH:29][C:28]([N:31]=[C:32]=[O:33])=[CH:27][CH:26]=1>C(Cl)Cl>[Cl:24][C:25]1[CH:30]=[CH:29][C:28]([NH:31][C:32]([NH:1][CH2:2][C@H:3]2[C@H:11]3[N:6]([C:7]4[CH:15]=[CH:14][C:13]([N:16]5[CH2:21][CH2:20][O:19][CH2:18][C:17]5=[O:22])=[CH:12][C:8]=4[O:9][CH2:10]3)[C:5](=[O:23])[O:4]2)=[O:33])=[CH:27][CH:26]=1. Procedure: Using compound (3S,3 aS)-3-aminomethyl-7-(3-oxomorpholin-4-yl)-3a,4-dihydrobenzo[b]oxazolo[3,4-d][1,4]oxazin-1(3H)-one (the product of step (e) in Example 1) (60 mg, 0.188 mmol), p-chlorophenylisocyanate (35 mg, 0.225 mmol), and TEA (28 mg, 0.282 mmol) as starting materials, DCM as solvent, preparation following the method as described in Example 21 afforded white compound 75 mg, yield 84.4%. Starting materials: CCCCCCCCCCCCC(CCP(=O)(OCC)OCC)C(=O)OCC, CO, CCOC(C)=O, [Na+], [OH-]. As a reaction SMILES: [C:1](=[O:2])([O:3][CH2:4][CH3:5])[CH:6]([CH2:7][CH2:8][P:9]([O:10][CH2:11][CH3:12])([O:13][CH2:14][CH3:15])=[O:16])[CH2:17][CH2:18][CH2:19][CH2:20][CH2:21][CH2:22][CH2:23][CH2:24][CH2:25][CH2:26][CH2:27][CH3:28].[CH3:31][OH:32].[CH3:33][CH2:34][O:35][C:36]([CH3:37])=[O:38].[Na+:30].[OH-:29]>>[C:1](=[O:2])([OH:3])[CH:6]([CH2:7][CH2:8][P:9]([O:10][CH2:11][CH3:12])([O:13][CH2:14][CH3:15])=[O:16])[CH2:17][CH2:18][CH2:19][CH2:20][CH2:21][CH2:22][CH2:23][CH2:24][CH2:25][CH2:26][CH2:27][CH3:28]. The product is CCCCCCCCCCCCC(CCP(=O)(OCC)OCC)C(=O)O. The solvent is O (water). RXN SMILES: [Br:1][C:2]1[N:3]([CH2:28][O:29][CH2:30][CH2:31][Si:32]([CH3:35])([CH3:34])[CH3:33])[N:4]=[C:5]2[C:14]3[CH:13]=[CH:12][C:11]([C:15]4[CH:16]=[N:17][NH:18][CH:19]=4)=[CH:10][C:9]=3[C:8]([C:20]3[C:25]([F:26])=[CH:24][CH:23]=[CH:22][C:21]=3[F:27])=[N:7][C:6]=12.CN(C=O)C.C(N(C(C)C)CC)(C)C.[CH3:50][Si:51]([CH3:58])([CH3:57])[CH2:52][CH2:53][O:54][CH2:55]Cl>O>[Br:1][C:2]1[N:3]([CH2:28][O:29][CH2:30][CH2:31][Si:32]([CH3:35])([CH3:34])[CH3:33])[N:4]=[C:5]2[C:14]3[CH:13]=[CH:12][C:11]([C:15]4[CH:16]=[N:17][N:18]([CH2:55][O:54][CH2:53][CH2:52][Si:51]([CH3:58])([CH3:57])[CH3:50])[CH:19]=4)=[CH:10][C:9]=3[C:8]([C:20]3[C:21]([F:27])=[CH:22][CH:23]=[CH:24][C:25]=3[F:26])=[N:7][C:6]=12. Reported procedure: 115 mg of 3-bromo-5-(2,6-difluorophenyl)-7-(1H-pyrazol-4-yl)-2-{[2-(trimethylsilyl)ethoxy]methyl}-2H-pyrazolo[4,3-c]isoquinoline are introduced into 2 ml of DMF, 0.26 ml of diisopropylethylamine and 77 μl of 2-(trimethylsilyl)ethoxymethyl chloride. The reaction mixture is stirred at RT for 18 h and then poured into water, extracted with AcOEt, washed with saturated NaCl solution, dried over MgSO4, filtered and concentrated under RP. The product is purified by chromatography on silica gel (20-45 ... Reactants: BrC=1N(N=C2C1N=C(C=1C=C(C=CC21)C=2C=NNC2)C2=C(C=CC=C2F)F)COCC[Si](C)(C)C (3-bromo-5-(2,6-difluorophenyl)-7-(1H-pyrazol-4-yl)-2-{[2-(trimethylsilyl)ethoxy]methyl}-2H-pyrazolo[4,3-c]isoquinoline), CN(C)C=O (DMF), C(C)(C)N(CC)C(C)C (diisopropylethylamine), C[Si](CCOCCl)(C)C (2-(trimethylsilyl)ethoxymethyl chloride). Yields the product BrC=1N(N=C2C1N=C(C=1C=C(C=CC21)C=2C=NN(C2)COCC[Si](C)(C)C)C2=C(C=CC=C2F)F)COCC[Si](C)(C)C (3-bromo-5-(2,6-difluorophenyl)-2-{[2-(trimethylsilyl)ethoxy]methyl}-7-(1-{[2-(trimethylsilyl)ethoxy]methyl}-1H-pyrazol-4-yl)-2H-pyrazolo[4,3-c]isoquinoline). Run at time 18 hour. Reactants: C(CCCCCCC)OC1=CC=C(C=C1)C1=CC=C(C=N1)C=O (6-[4-(octyloxy)phenyl]-3-pyridinecarboxaldehyde), [Br-].O1C(OCC1)C1=C(C=CC=C1)[P+](C1=CC=CC=C1)(C1=CC=CC=C1)C ((1,3-dioxolan-2-yl)-methyl-triphenylphosphonium bromide), potassium t-butylate, C(O)([O-])=O.[Na+] (sodium hydrogen carbonate), O (water). The solvent is C(C)OCC (diethyl ether), C(C)OCC (diethyl ether). Reaction conditions: temperature 0 celsius, time 30 minute. The product is O1C(OCC1)C=CC=1C=CC(=NC1)C1=CC=C(C=C1)OCCCCCCCC (5-[2-(1,3-dioxolan-2-yl)vinyl]-2-[4-(octyloxy)phenyl]-pyridine). Reaction SMILES: [Br-].[O:2]1[CH2:6][CH2:5][O:4][CH:3]1[C:7]1C=CC=CC=1[P+](C)(C1C=CC=CC=1)C1C=CC=CC=1.[CH2:27]([O:35][C:36]1[CH:41]=[CH:40][C:39]([C:42]2[N:47]=[CH:46][C:45]([CH:48]=O)=[CH:44][CH:43]=2)=[CH:38][CH:37]=1)[CH2:28][CH2:29][CH2:30][CH2:31][CH2:32][CH2:33][CH3:34].C(=O)([O-])O.[Na+].O>C(OCC)C>[O:2]1[CH2:6][CH2:5][O:4][CH:3]1[CH:7]=[CH:48][C:45]1[CH:44]=[CH:43][C:42]([C:39]2[CH:38]=[CH:37][C:36]([O:35][CH2:27][CH2:28][CH2:29][CH2:30][CH2:31][CH2:32][CH2:33][CH3:34])=[CH:41][CH:40]=2)=[N:47][CH:46]=1 |f:0.1,3.4|. Procedure details: A suspension of 6.44 g of (1,3-dioxolan-2-yl)-methyl-triphenylphosphonium bromide in 70 ml of diethyl ether is treated with 1.68 g of potassium t-butylate within 5 minutes while gassing with nitrogen. The orange suspension is stirred for 30 minutes, then cooled to 0° C. and treated within 10 minutes with a solution of 3.11 g of 6-[4-(octyloxy)phenyl]-3-pyridinecarboxaldehyde (prepared in accordance with Example 2) in 25 ml of diethyl ether. The reaction mixture is stirred at room temperature for... Starting materials: [S-]C#N.[K+] (Potassium thiocyanate), BrBr (bromine), BrBr (bromine), NC1=CC(=C(OC=2C=CC(=C(C2)NC(C2=C(C(=CC=C2)C(C)(C)C#N)Cl)=O)F)C=C1)[N+](=O)[O-] (N-[5-(4-Amino-2-nitrophenoxy)-2-fluorophenyl]-2-chloro-3-(1-cyano-1-methylethyl)benzamide). Run in C(C)(=O)O (acetic acid), C(C)(=O)O (acetic acid), C(C)(=O)O (acetic acid). Conditions: time 10 minute. Product: NC=1SC2=C(N1)C=CC(=C2[N+](=O)[O-])OC=2C=CC(=C(C2)NC(C2=C(C(=CC=C2)C(C)(C)C#N)Cl)=O)F (N-{5-[(2-amino-7-nitro-1,3-benzothiazol-6-yl)oxy]-2-fluorophenyl}-2-chloro-3-(1-cyano-1-methylethyl)benzamide). Yield: 25.9%. As a reaction SMILES: [S-:1][C:2]#[N:3].[K+].[NH2:5][C:6]1[CH:34]=[CH:33][C:9]([O:10][C:11]2[CH:12]=[CH:13][C:14]([F:32])=[C:15]([NH:17][C:18](=[O:31])[C:19]3[CH:24]=[CH:23][CH:22]=[C:21]([C:25]([C:28]#[N:29])([CH3:27])[CH3:26])[C:20]=3[Cl:30])[CH:16]=2)=[C:8]([N+:35]([O-:37])=[O:36])[CH:7]=1.BrBr>C(O)(=O)C>[NH2:3][C:2]1[S:1][C:7]2[C:8]([N+:35]([O-:37])=[O:36])=[C:9]([O:10][C:11]3[CH:12]=[CH:13][C:14]([F:32])=[C:15]([NH:17][C:18](=[O:31])[C:19]4[CH:24]=[CH:23][CH:22]=[C:21]([C:25]([C:28]#[N:29])([CH3:27])[CH3:26])[C:20]=4[Cl:30])[CH:16]=3)[CH:33]=[CH:34][C:6]=2[N:5]=1 |f:0.1|. Reported procedure: Potassium thiocyanate (1.63 g, 16.8 mmol) was suspended in acetic acid (40 mL), and the suspension was stirred at room temperature for 10 min. N-[5-(4-Amino-2-nitrophenoxy)-2-fluorophenyl]-2-chloro-3-(1-cyano-1-methylethyl)benzamide (1.57 g, 3.36 mmol) was added to the obtained solution, and the mixture was further stirred at room temperature for 10 min. A solution of bromine (966 mg, 6.05 mmol) in acetic acid (10 mL) was slowly added dropwise to the obtained solution, and the mixture was stirre... Starting materials: CC(CN(CCO)c1cccc(C#N)c1)c1ccc(-c2ccccc2S(=O)(=O)NC(C)(C)C)cc1, C1CCOC1, [H-], CI, [Na+]. RXN SMILES: [C:1](#[N:2])[c:3]1[cH:4][c:5]([N:9]([CH2:10][CH2:11][OH:12])[CH2:13][CH:14]([CH3:15])[c:16]2[cH:17][cH:18][c:19](-[c:22]3[c:23]([S:28](=[O:29])(=[O:30])[NH:31][C:32]([CH3:33])([CH3:34])[CH3:35])[cH:24][cH:25][cH:26][cH:27]3)[cH:20][cH:21]2)[cH:6][cH:7][cH:8]1.[CH2:40]1[O:41][CH2:42][CH2:43][CH2:44]1.[H-:37].[I:38][CH3:39].[Na+:36]>>[C:1](#[N:2])[c:3]1[cH:4][c:5]([N:9]([CH2:10][CH2:11][O:12][CH3:39])[CH2:13][CH:14]([CH3:15])[c:16]2[cH:17][cH:18][c:19](-[c:22]3[c:23]([S:28](=[O:29])(=[O:30])[NH:31][C:32]([CH3:33])([CH3:34])[CH3:35])[cH:24][cH:25][cH:26][cH:27]3)[cH:20][cH:21]2)[cH:6][cH:7][cH:8]1. The product is COCCN(CC(C)c1ccc(-c2ccccc2S(=O)(=O)NC(C)(C)C)cc1)c1cccc(C#N)c1. The reactants are O[C@@H]1C[C@@H]([C@H](CC1)C(=O)OC(C)(C)C)C(=O)OC (1-tert-butyl 2-methyl(1S,2S,4S)-4-hydroxycyclohexane-1,2-dicarboxylate), 4, C1(CC1)N (cyclopropylamine), C(C)(=O)O (acetic acid), C(#N)[BH3-].[Na+] (sodium cyanoborohydride). Run in CO (methanol). Conditions: time 8 hour. Product: C1(CC1)NCC1C[C@@H]([C@H](CC1)C(=O)OC(C)(C)C)C(=O)OC (1-tert-butyl 2-methyl(1S,2S)-4-[(cyclopropylamino)methyl]cyclohexane-1,2-dicarboxylate). The yield is 68.8%. Reaction SMILES: O[C@H:2]1[CH2:7][CH2:6][C@H:5]([C:8]([O:10][C:11]([CH3:14])([CH3:13])[CH3:12])=[O:9])[C@@H:4]([C:15]([O:17][CH3:18])=[O:16])[CH2:3]1.[CH:19]1([NH2:22])[CH2:21][CH2:20]1.[C:23](O)(=O)C.C([BH3-])#N.[Na+]>CO>[CH:19]1([NH:22][CH2:23][CH:2]2[CH2:7][CH2:6][C@H:5]([C:8]([O:10][C:11]([CH3:14])([CH3:13])[CH3:12])=[O:9])[C@@H:4]([C:15]([O:17][CH3:18])=[O:16])[CH2:3]2)[CH2:21][CH2:20]1 |f:3.4|. Procedure details: The product from Example 250, Part 4 (174 mg, 0.644 mmol) and cyclopropylamine (35.6 mg, 0.611 mmol) were dissolved in methanol (6.0 mL). That solution was treated with acetic acid (0.209 mL) and sodium cyanoborohydride (38.4 mg, 0.611 mmol). The reaction mixture was stirred at rt overnight. It was concentrated, diluted with ethyl acetate and washed with a saturated NaHCO3 solution. The organic layer was dried over MgSO4, filtered and concentrated. The residue was flash chromatographed (silica, ...